From a dataset of the Open Reaction Database (ORD), a public repository of structured organic reaction records. describe an organic reaction: reactants, conditions, products, and yield Reactants: NC=1N(N=CC1C1=CC=C(C=C1)CC1=CC(=CC=C1)C)C(N)=O (3-amino-2-carbamoyl-4-[4-(3-methylphenylmethyl) phenyl]pyrazole), [OH-].[Na+] (sodium hydroxide). Solvent: CO (methanol). The product is NC1=NNC=C1C1=CC=C(C=C1)CC1=CC(=CC=C1)C (3-amino-4-[4-(3-methylphenylmethyl)phenyl]pyrazole). RXN SMILES: [NH2:1][C:2]1[N:3](C(=O)N)[N:4]=[CH:5][C:6]=1[C:7]1[CH:12]=[CH:11][C:10]([CH2:13][C:14]2[CH:19]=[CH:18][CH:17]=[C:16]([CH3:20])[CH:15]=2)=[CH:9][CH:8]=1.[OH-].[Na+]>CO>[NH2:1][C:2]1[C:6]([C:7]2[CH:8]=[CH:9][C:10]([CH2:13][C:14]3[CH:19]=[CH:18][CH:17]=[C:16]([CH3:20])[CH:15]=3)=[CH:11][CH:12]=2)=[CH:5][NH:4][N:3]=1 |f:1.2|. Procedure details: To a solution of 3-amino-2-carbamoyl-4-[4-(3-methylphenylmethyl) phenyl]pyrazole (2.0 g) in methanol (20 ml) was added 5N sodium hydroxide solution (10 ml), and the mixture was refluxed for 4 hours. Methanol was distilled away under reduced pressure. To the residue was added water (100 ml), and the mixture was neutralized (pH 7 to 8) with conc. hydrochloric acid, and extracted with chloroform. The extadt was washed with water and saturated aqueous sodium chloride solution, dried over anhydrous m... Reactants: C[O-].[Na+] (sodium methylate), OC1=CC=2CC[C@H]3[C@@H]4CCC([C@@]4(C)C[C@@H]([C@@H]3C2C=C1)C1=CC=C(C=C1)OCCCCCS(=O)(=O)CCCC(C(F)(F)F)(F)F)=O (3-hydroxy 11beta-[4-[5-[(4,4,5,5,5-penta-fluoropentyl)sulphonyl]pentyloxy]phenyl]estra-1,3,5(10)-triene-17-one), aqueous solution, [Cl-].[NH4+] (ammonium chloride). The reagents and catalysts are [Br-].C[P+](C1=CC=CC=C1)(C1=CC=CC=C1)C1=CC=CC=C1 (methyltriphenylphosphonium bromide). The solvent is O1CCOCC1 (dioxan). Reaction conditions: time 16 hour. The product is C=C1[C@]2(C)[C@@H](CC1)[C@@H]1CCC=3C=C(C=CC3[C@H]1[C@H](C2)C2=CC=C(C=C2)OCCCCCS(=O)(=O)CCCC(C(F)(F)F)(F)F)O (17-methylene 11beta-[4-[5-[(4,4,5,5,5-pentafluoropentyl)sulphonyl]pentyloxy]phenyl]estra-1,3,5(10)-triene-3-ol). Yield: 16.0%. As a reaction SMILES: [OH:1][C:2]1[CH:19]=[CH:18][C:17]2[C@@H:16]3[C@H:7]([C@H:8]4[C@@:12]([CH2:14][C@@H:15]3[C:20]3[CH:25]=[CH:24][C:23]([O:26][CH2:27][CH2:28][CH2:29][CH2:30][CH2:31][S:32]([CH2:35][CH2:36][CH2:37][C:38]([F:44])([F:43])[C:39]([F:42])([F:41])[F:40])(=[O:34])=[O:33])=[CH:22][CH:21]=3)([CH3:13])[C:11](=O)[CH2:10][CH2:9]4)[CH2:6][CH2:5][C:4]=2[CH:3]=1.[CH3:46][O-].[Na+].[Cl-].[NH4+]>[Br-].C[P+](C1C=CC=CC=1)(C1C=CC=CC=1)C1C=CC=CC=1.O1CCOCC1>[CH2:46]=[C:11]1[CH2:10][CH2:9][C@H:8]2[C@H:7]3[C@H:16]([C@@H:15]([C:20]4[CH:25]=[CH:24][C:23]([O:26][CH2:27][CH2:28][CH2:29][CH2:30][CH2:31][S:32]([CH2:35][CH2:36][CH2:37][C:38]([F:43])([F:44])[C:39]([F:40])([F:42])[F:41])(=[O:33])=[O:34])=[CH:22][CH:21]=4)[CH2:14][C@:12]12[CH3:13])[C:17]1[CH:18]=[CH:19][C:2]([OH:1])=[CH:3][C:4]=1[CH2:5][CH2:6]3 |f:1.2,3.4,5.6|. Procedure: 500 mg of the product obtained in Example 73 is added to a mixture containing 815 mg of methyltriphenylphosphonium bromide, 5 cm3 of dioxan and 125 mg of sodium methylate. Agitation is carried out for 16 hours at ambient temperature, 100 cm3 of an aqueous solution of ammonium chloride is added, followed by extracting with methylene chloride, drying, eliminating the solvent under reduced pressure and chromatographing the residue on silica (eluant: cyclohexane-ethyl acetate 7-3). 80 mg of expected... Starting materials: CC1(C#N)CNC1, ClCCCl, CN(C)c1ccncc1, CC(C)C(C(=O)O)N1Cc2c(F)cnc3[nH]cc(c23)C1=O, CN(C)C=O, On1nnc2ccccc21. Product: CC(C)C(C(=O)N1CC(C)(C#N)C1)N1Cc2c(F)cnc3[nH]cc(c23)C1=O. RXN SMILES: [C:22](#[N:23])[C:24]1([CH3:28])[CH2:25][NH:26][CH2:27]1.[CH2:39]([Cl:40])[CH2:41][Cl:42].[CH3:43][N:44]([CH3:45])[c:46]1[cH:47][cH:48][n:49][cH:50][cH:51]1.[F:1][c:2]1[cH:3][n:4][c:5]2[c:6]3[c:7]([cH:20][nH:21]2)[C:8](=[O:19])[N:9]([CH:12]([C:13](=[O:14])[OH:15])[CH:16]([CH3:17])[CH3:18])[CH2:10][c:11]13.[O:52]=[CH:53][N:54]([CH3:55])[CH3:56].[OH:29][n:30]1[c:31]2[c:32]([cH:33][cH:34][cH:35][cH:36]2)[n:37][n:38]1>>[F:1][c:2]1[cH:3][n:4][c:5]2[c:6]3[c:7]([cH:20][nH:21]2)[C:8](=[O:19])[N:9]([CH:12]([C:13](=[O:15])[N:26]2[CH2:25][C:24]([C:22]#[N:23])([CH3:28])[CH2:27]2)[CH:16]([CH3:17])[CH3:18])[CH2:10][c:11]13. Reactants: CC1=C(C(=C2C(=N1)SC1=C2CCCC1)C=1C=NC(=CC1)C)C(C(=O)OC)OC(C)(C)C (methyl 2-[2-methyl-4-(6-methylpyridin-3-yl)-5,6,7,8-tetrahydro[1]benzothieno[2,3-b]pyridin-3-yl]-2-tert-butoxyacetate), [OH-].[Na+] (sodium hydroxide). Solvent: CO (methanol). Conditions: temperature 60 celsius. Product: CC1=C(C(=C2C(=N1)SC1=C2CCCC1)C=1C=NC(=CC1)C)C(C(=O)O)OC(C)(C)C (2-[2-methyl-4-(6-methylpyridin-3-yl)-5,6,7,8-tetrahydro[1]benzothieno[2,3-b]pyridin-3-yl]-2-tert-butoxyacetic acid). Yield: 20.6%. As a reaction SMILES: [CH3:1][C:2]1[N:7]=[C:6]2[S:8][C:9]3[CH2:14][CH2:13][CH2:12][CH2:11][C:10]=3[C:5]2=[C:4]([C:15]2[CH:16]=[N:17][C:18]([CH3:21])=[CH:19][CH:20]=2)[C:3]=1[CH:22]([O:27][C:28]([CH3:31])([CH3:30])[CH3:29])[C:23]([O:25]C)=[O:24].[OH-].[Na+]>CO>[CH3:1][C:2]1[N:7]=[C:6]2[S:8][C:9]3[CH2:14][CH2:13][CH2:12][CH2:11][C:10]=3[C:5]2=[C:4]([C:15]2[CH:16]=[N:17][C:18]([CH3:21])=[CH:19][CH:20]=2)[C:3]=1[CH:22]([O:27][C:28]([CH3:31])([CH3:30])[CH3:29])[C:23]([OH:25])=[O:24] |f:1.2|. Procedure: To a solution of methyl 2-[2-methyl-4-(6-methylpyridin-3-yl)-5,6,7,8-tetrahydro[1]benzothieno[2,3-b]pyridin-3-yl]-2-tert-butoxyacetate (0.035 g; 0.080 mmol) in methanol (1 mL) was added a solution of sodium hydroxide 10 N (0.100 mL; 1 mmol) and the mixture was heated at 60° C. for 18 h. The volatiles were removed under reduced pressure and the residue was dissolved in water. The mixture was then acidified by adding 1N HCl until a precipitate was formed. The solid was filtered, washed with water ... The reactants are C1(CCCCCC1)C=1C=C2CC=C(C2=CC1Cl)C(=O)O (5-cycloheptyl-6-chloro-ind-1-ene-1-carboxylic acid), [H][H] (hydrogen). The reagents and catalysts are [Ni] (Raney nickel). The solvent is C(C)O (ethanol). The product is C1(CCCCCC1)C=1C=C2CCC(C2=CC1Cl)C(=O)O (5-Cycloheptyl-6-chloro-1-indanecarboxylic acid). RXN SMILES: [CH:1]1([C:8]2[CH:9]=[C:10]3[C:14](=[CH:15][C:16]=2[Cl:17])[C:13]([C:18]([OH:20])=[O:19])=[CH:12][CH2:11]3)[CH2:7][CH2:6][CH2:5][CH2:4][CH2:3][CH2:2]1.[H][H]>C(O)C.[Ni]>[CH:1]1([C:8]2[CH:9]=[C:10]3[C:14](=[CH:15][C:16]=2[Cl:17])[CH:13]([C:18]([OH:20])=[O:19])[CH2:12][CH2:11]3)[CH2:2][CH2:3][CH2:4][CH2:5][CH2:6][CH2:7]1. Procedure details: A solution of 1 g of 5-cycloheptyl-6-chloro-ind-1-ene-1-carboxylic acid in 40 ml of absolute ethanol is hydrogenated with 100 mg of Raney nickel at room temperature and normal pressure until 1 equivalent of hydrogen has been taken up. The catalyst is then filtered off, the filtrate is evaporated to dryness in vacuo and the residue is crystallised from ether/petroleum ether. 5-Cycloheptyl-6-chloro-1-indanecarboxylic acid, thus obtained, melts at 138°-140° C. Reactants: C(C1=CC=CC=C1)(C1=CC=CC=C1)N1CC(C1)O (1-benzhydryl-3-azetidinol), FC(C1=C(C(C2=CC=CC=C2)O)C=CC=C1)(F)F (2-(trifluoromethyl)benzhydrol), C(C1=CC=CC=C1)(C1=CC=CC=C1)N1CC(C1)OC(C1=C(C=C(C=C1)Cl)Cl)C1=CC=C(C=C1)Cl (1-benzhydryl-3-(2,4,4′-trichlorobenzhydryloxy)azetidine). Yields the product C(C1=CC=CC=C1)(C1=CC=CC=C1)N1CC(C1)OC(C1=C(C=CC=C1)C(F)(F)F)C1=CC=CC=C1 (1-benzhydryl-3-[2-(trifluoromethyl)benzhydryloxy]azetidine). Reaction SMILES: [CH:1]([N:14]1[CH2:17][CH:16]([OH:18])[CH2:15]1)([C:8]1[CH:13]=[CH:12][CH:11]=[CH:10][CH:9]=1)[C:2]1[CH:7]=[CH:6][CH:5]=[CH:4][CH:3]=1.[F:19][C:20]([F:36])([F:35])[C:21]1[CH:34]=[CH:33][CH:32]=[CH:31][C:22]=1[CH:23](O)[C:24]1[CH:29]=[CH:28][CH:27]=[CH:26][CH:25]=1.C(N1CC(OC(C2C=CC(Cl)=CC=2)C2C=CC(Cl)=CC=2Cl)C1)(C1C=CC=CC=1)C1C=CC=CC=1>>[CH:1]([N:14]1[CH2:17][CH:16]([O:18][CH:23]([C:24]2[CH:29]=[CH:28][CH:27]=[CH:26][CH:25]=2)[C:22]2[CH:31]=[CH:32][CH:33]=[CH:34][C:21]=2[C:20]([F:36])([F:35])[F:19])[CH2:15]1)([C:8]1[CH:13]=[CH:12][CH:11]=[CH:10][CH:9]=1)[C:2]1[CH:3]=[CH:4][CH:5]=[CH:6][CH:7]=1. Reported procedure: This material was prepared from 1-benzhydrol-3-azetidinol (1) (7.5 mmol) and 2-(trifluoromethyl)benzhydrol (131) (15 mmol) using the procedure described for compound (3) (1.81 g, 51%). The reactants are O1C=C(C=C1)C=1C(=C(C(=O)OC)C(=CC1)CS(=O)(=O)C1=C(C=CC=C1)O)OC (methyl 3-(furan-3-yl)-6-(2-hydroxybenzenesulphonylmethyl)-2-methoxybenzoate), O1C=C(C=C1)C=1C(=C(C(=O)OC)C(=CC1)CS(=O)(=O)C1=C(C=CC=C1)O)OC (methyl 3-(furan-3-yl)-6-(2-hydroxybenzenesulphonylmethyl)-2-methoxybenzoate), C([O-])([O-])=O.[Cs+].[Cs+] (cesium carbonate), Cl.BrCCN(CC)CC (N-(2-bromoethyl)-N,N,-diethylamine hydrochloride), O (water). The solvent is CN(C)C=O (DMF), C(Cl)Cl (DCM). The product is C(C)N(CCOC1=C(C=CC=C1)S(=O)(=O)CC1=CC=C(C(=C1C(=O)OC)OC)C1=COC=C1)CC (methyl 6-[2-(2-diethylaminoethoxy)benzenesulphonylmethyl]-3-(furan-3-yl)-2-methoxybenzoate). Isolated yield 100.0%. RXN SMILES: [O:1]1[CH:5]=[CH:4][C:3]([C:6]2[C:7]([O:27][CH3:28])=[C:8]([C:13]([CH2:16][S:17]([C:20]3[CH:25]=[CH:24][CH:23]=[CH:22][C:21]=3[OH:26])(=[O:19])=[O:18])=[CH:14][CH:15]=2)[C:9]([O:11][CH3:12])=[O:10])=[CH:2]1.C(=O)([O-])[O-].[Cs+].[Cs+].Cl.Br[CH2:37][CH2:38][N:39]([CH2:42][CH3:43])[CH2:40][CH3:41].O>CN(C=O)C.C(Cl)Cl>[CH2:38]([N:39]([CH2:42][CH3:43])[CH2:40][CH2:41][O:26][C:21]1[CH:22]=[CH:23][CH:24]=[CH:25][C:20]=1[S:17]([CH2:16][C:13]1[C:8]([C:9]([O:11][CH3:12])=[O:10])=[C:7]([O:27][CH3:28])[C:6]([C:3]2[CH:4]=[CH:5][O:1][CH:2]=2)=[CH:15][CH:14]=1)(=[O:19])=[O:18])[CH3:37] |f:1.2.3,4.5|. Reported procedure: A solution of methyl 3-(furan-3-yl)-6-(2-hydroxybenzenesulphonylmethyl)-2-methoxybenzoate (Intermediate 137, 0.081 g), cesium carbonate (0.144 g) and N-(2-bromoethyl)-N,N,-diethylamine hydrochloride (0.058 g) in DMF (5 ml) was stirred at room temperature. On completion of the reaction, water and DCM were added and the organic layer was separated, dried (MgSO4) and filtered. The filtrate was evaporated to dryness and the residue was purified by chromatography on silica eluting with a mixture of m... Reactants: C(N)(=O)NCC(=O)OCC (Ethyl N-carbamoylaminoacetate), C(C1=CC=CC=C1)OC(C(=O)OCC1=CC=CC=C1)O (benzyl 2-benzyloxy-2-hydroxyacetate), [N+](=O)([O-])C=1C=C(CN2C(N(C(C2=O)=O)CC(=O)O)=C)C=CC1 (3-(3-nitrobenzyl)-2-methylidene-4,5-dioxoimidazolidine-1-acetic acid). Yields the product OC1C(NC(N1CC(=O)OCC)=O)=O (ethyl 5-hydroxy-2,4-dioxoimidazolidine-1-acetate). As a reaction SMILES: [C:1]([NH:4][CH2:5][C:6]([O:8][CH2:9][CH3:10])=[O:7])(=[O:3])[NH2:2].C([O:18][CH:19](O)[C:20](OCC1C=CC=CC=1)=[O:21])C1C=CC=CC=1.[N+](C1C=C(C=CC=1)CN1C(=O)C(=O)N(CC(O)=O)C1=C)([O-])=O>>[OH:21][CH:20]1[N:4]([CH2:5][C:6]([O:8][CH2:9][CH3:10])=[O:7])[C:1](=[O:3])[NH:2][C:19]1=[O:18]. Reported procedure: Ethyl N-carbamoylaminoacetate was made to react with benzyl 2-benzyloxy-2-hydroxyacetate in the same manner as mentioned in Example 8 paragraph (1) to give ethyl 5-hydroxy-2,4-dioxoimidazolidine-1-acetate. Reactants: CC(C)(C)[Si](Cl)(c1ccccc1)c1ccccc1, COc1ccc(COC(c2ccccc2)(c2ccc(OC)cc2)C2OC(n3ccc(=O)[nH]c3=O)C(OC(C)=O)C2O)cc1, CCOC(C)=O, CN(C)C=O, c1c[nH]cn1. Yields the product COc1ccc(COC(c2ccccc2)(c2ccc(OC)cc2)C2OC(n3ccc(=O)[nH]c3=O)C(OC(C)=O)C2O[Si](c2ccccc2)(c2ccccc2)C(C)(C)C)cc1. RXN SMILES: [C:49]([CH3:50])([CH3:51])([CH3:52])[Si:53]([c:54]1[cH:55][cH:56][cH:57][cH:58][cH:59]1)([c:60]1[cH:61][cH:62][cH:63][cH:64][cH:65]1)[Cl:66].[CH3:1][O:2][c:3]1[cH:4][cH:5][c:6]([CH2:9][O:10][C:11]([CH:12]2[CH:13]([OH:29])[CH:14]([O:25][C:26]([CH3:27])=[O:28])[CH:15]([n:17]3[c:18](=[O:24])[nH:19][c:20](=[O:23])[cH:21][cH:22]3)[O:16]2)([c:30]2[cH:31][cH:32][cH:33][cH:34][cH:35]2)[c:36]2[cH:37][cH:38][c:39]([O:42][CH3:43])[cH:40][cH:41]2)[cH:7][cH:8]1.[CH3:67][CH2:68][O:69][C:70](=[O:71])[CH3:72].[CH3:73][N:74]([CH3:75])[CH:76]=[O:77].[nH:44]1[cH:45][cH:46][n:47][cH:48]1>>[CH3:1][O:2][c:3]1[cH:4][cH:5][c:6]([CH2:9][O:10][C:11]([CH:12]2[CH:13]([O:29][Si:53]([C:49]([CH3:50])([CH3:51])[CH3:52])([c:54]3[cH:55][cH:56][cH:57][cH:58][cH:59]3)[c:60]3[cH:61][cH:62][cH:63][cH:64][cH:65]3)[CH:14]([O:25][C:26]([CH3:27])=[O:28])[CH:15]([n:17]3[c:18](=[O:24])[nH:19][c:20](=[O:23])[cH:21][cH:22]3)[O:16]2)([c:30]2[cH:31][cH:32][cH:33][cH:34][cH:35]2)[c:36]2[cH:37][cH:38][c:39]([O:42][CH3:43])[cH:40][cH:41]2)[cH:7][cH:8]1. RXN SMILES: [CH2:1]1[C:10]2[C:5](=[CH:6][CH:7]=[CH:8][CH:9]=2)[C:4]2([CH2:14][C:13]3[CH:15]=[CH:16][CH:17]=[CH:18][C:12]=3[O:11]2)[CH2:3][NH:2]1.[CH3:19][N:20]=[C:21]=[S:22]>C1C=CC=CC=1>[CH3:19][NH:20][C:21]([N:2]1[CH2:3][C:4]2([CH2:14][C:13]3[CH:15]=[CH:16][CH:17]=[CH:18][C:12]=3[O:11]2)[C:5]2[C:10](=[CH:9][CH:8]=[CH:7][CH:6]=2)[CH2:1]1)=[S:22]. The product is CNC(=S)N1CC2=CC=CC=C2C2(C1)OC1=C(C2)C=CC=C1 (2'-(N-Methylthiocarbamyl)spiro[benzofuran-2(3H),4'(2'H)-isoquinoline]). The solvent is C1=CC=CC=C1 (benzene), C1=CC=CC=C1 (benzene). Procedure: To a stirred solution of spiro[benzofuran-2(3H),4'(2'H)-isoquinoline] (5.0 g) in dry benzene (18 ml) is added methylisothiocyanate (3.1 g) in dry benzene (10 ml). After one hour, the product begins to separate. The mixture is stirred overnight and diluted with hexane (18 ml). The product is filtered, washed with hexane and dried to yield a solid. The solid is twice recrystallized from benzene to yield (3.0 g, 46%) as a solid, mp 165°-166°. The reactants are C1NCC2(C3=CC=CC=C13)OC1=C(C2)C=CC=C1 (spiro[benzofuran-2(3H),4'(2'H)-isoquinoline]), CN=C=S (methylisothiocyanate). Run at time 1 hour.